This data is from the Open Reaction Database (ORD), a public repository of structured organic reaction records. The task is: describe an organic reaction: reactants, conditions, products, and yield The reactants are C(CCCCCCC\C=C/CCCCCCCC)N (oleylamine), [H][H] (hydrogen). The reagents and catalysts are [Pd] (palladium-on-charcoal). The solvent is C(C)O (ethanol). Run at time 4 hour. Product: C(CCCCCCCCCCCCCCCCC)N (Octadecylamine). As a reaction SMILES: [CH2:1]([NH2:19])[CH2:2][CH2:3][CH2:4][CH2:5][CH2:6][CH2:7][CH2:8]/[CH:9]=[CH:10]\[CH2:11][CH2:12][CH2:13][CH2:14][CH2:15][CH2:16][CH2:17][CH3:18].[H][H]>C(O)C.[Pd]>[CH2:1]([NH2:19])[CH2:2][CH2:3][CH2:4][CH2:5][CH2:6][CH2:7][CH2:8][CH2:9][CH2:10][CH2:11][CH2:12][CH2:13][CH2:14][CH2:15][CH2:16][CH2:17][CH3:18]. Reported procedure: 2 g of oleylamine in 120 ml of ethanol are hydrogenated at 30° C. under 8 bar of hydrogen in the presence of palladium-on-charcoal. After reacting for 4 h and evaporating the solvent, 1.6 g of product are obtained in the form of a white powder. The reactants are Cl (HCl), [H-].[H-].[H-].[H-].[Li+].[Al+3] (LAH), COC(=O)C=1C=2C=CN(C2C=CC1)C1=NC(=NC=C1)NC1CCC(CC1)O (1-[2-(4-hydroxycyclohexylamino)-pyrimidin-4-yl]-1H-indole-4-carboxylic acid methyl ester), O (water). Solvent: C1CCOC1 (THF), CO (MeOH). Conditions: time 16 hour. Yields the product O[C@@H]1CC[C@H](CC1)NC1=NC=CC(=N1)N1C=CC=2C(=CC=CC12)C(=O)O (trans-1-[2-(4-hydroxycyclohexylamino)-pyrimidin-4-yl]-1H-indole-4-carboxylic acid). Isolated yield 73.6%. RXN SMILES: [H-].[H-].[H-].[H-].[Li+].[Al+3].C[O:8][C:9]([C:11]1[C:12]2[CH:13]=[CH:14][N:15]([C:20]3[CH:25]=[CH:24][N:23]=[C:22]([NH:26][CH:27]4[CH2:32][CH2:31][CH:30]([OH:33])[CH2:29][CH2:28]4)[N:21]=3)[C:16]=2[CH:17]=[CH:18][CH:19]=1)=[O:10].O.Cl>C1COCC1.CO>[OH:33][C@H:30]1[CH2:31][CH2:32][C@H:27]([NH:26][C:22]2[N:21]=[C:20]([N:15]3[C:16]4[CH:17]=[CH:18][CH:19]=[C:11]([C:9]([OH:10])=[O:8])[C:12]=4[CH:13]=[CH:14]3)[CH:25]=[CH:24][N:23]=2)[CH2:28][CH2:29]1 |f:0.1.2.3.4.5|. Procedure details: LAH (327 mg, 13.6 mmol) was added to a suspension of 1-[2-(4-hydroxycyclohexylamino)-pyrimidin-4-yl]-1H-indole-4-carboxylic acid methyl ester (1.0 g, 2.7 mmol) in a mixture of THF (4 mL), water (4 mL) and MeOH (1 mL). The reaction mixture was stirred at RT for 16 h, then evaporated under reduced pressure to give a beige solid. Aqueous HCl (1 M, 14 mL) was added to the residue, and the resulting mixture was stirred and evaporated under reduced pressure. The residue was triturated with MeOH to giv...